Dataset: the Open Reaction Database (ORD), a public repository of structured organic reaction records. Task: describe an organic reaction: reactants, conditions, products, and yield Reactants: COC(=O)c1ccc(-c2ccc(OCCCCBr)cc2)cc1, C[O-], CO, [Na+], O, O=S(=O)(O)O. Product: COCCCCOc1ccc(-c2ccc(C(=O)OC)cc2)cc1. As a reaction SMILES: [Br:1][CH2:2][CH2:3][CH2:4][CH2:5][O:6][c:7]1[cH:8][cH:9][c:10](-[c:13]2[cH:14][cH:15][c:16]([C:17](=[O:18])[O:19][CH3:20])[cH:21][cH:22]2)[cH:11][cH:12]1.[CH3:23][O-:24].[CH3:32][OH:33].[Na+:25].[OH2:31].[S:26](=[O:27])(=[O:28])([OH:29])[OH:30]>>[CH2:2]([CH2:3][CH2:4][CH2:5][O:6][c:7]1[cH:8][cH:9][c:10](-[c:13]2[cH:14][cH:15][c:16]([C:17](=[O:18])[O:19][CH3:20])[cH:21][cH:22]2)[cH:11][cH:12]1)[O:24][CH3:23]. Reactants: ClC=1C=C(C(=NC1Cl)N)[N+](=O)[O-] (5,6-dichloro-2-amino-3-nitropyridine), FC(C(=O)Cl)(F)F (trifluoroacetyl chloride), ClC=1C=C(C(=NC1Cl)NC(C(F)(F)F)=O)[N+](=O)[O-] (5,6-dichloro-2-trifluoroacetamido-3-nitropyridine). The product is ON1C(=NC2=NC(=C(C=C21)Cl)Cl)C(F)(F)F (1-hydroxy-5,6-dichloro-2-trifluoromethyl-1H-imidazo(4,5-b)-pyridine). Reaction SMILES: ClC1C=C([N+]([O-])=O)C(N)=NC=1Cl.FC(F)(F)C(Cl)=O.[Cl:20][C:21]1[CH:22]=[C:23]([N+:35]([O-:37])=O)[C:24]([NH:28][C:29](=O)[C:30]([F:33])([F:32])[F:31])=[N:25][C:26]=1[Cl:27]>>[OH:37][N:35]1[C:23]2[C:24](=[N:25][C:26]([Cl:27])=[C:21]([Cl:20])[CH:22]=2)[N:28]=[C:29]1[C:30]([F:33])([F:32])[F:31]. Procedure details: In like procedures, 5,6-dichloro-2-amino-3-nitropyridine was reacted with trifluoroacetyl chloride and the resulting 5,6-dichloro-2-trifluoroacetamido-3-nitropyridine was hydrogenated to obtain 1-hydroxy-5,6-dichloro-2-trifluoromethyl-1H-imidazo(4,5-b)-pyridine, m.p. 207°-208° C. Yields the product ClC=1C=NN(C1)CCCCN1CCN(CC1)C1=NC=CC=N1 (2-{4- [4- (4-chloro-1-pyrazolyl)-butyl]-1-piperazinyl}pyrimidine). The reactants are ClC=1C=NNC1 (4 -chloropyrazole), N1(CCNCC1)C1=NC=CC=N1 (2- (1-piperazinyl)pyrimidine), BrCCCCBr (1,4-dibromobutane), C(=O)([O-])[O-].[K+].[K+] (K2CO3). Procedure: To a mixture of 2- (1-piperazinyl)pyrimidine (32.8 g; 0.2 mol), 1,4-dibromobutane (47.5 g; 0.22 mol) and K2CO3 (69 g; 0.5 tool) in 400 ml of dimethylformamide is added 4 -chloropyrazole (20.5 g; 0.2 mol), and the mixture is held at the reflux for 17 hours. The reaction mixture is filtered hot and evaporated to dryness. The residue is dissolved in HCl, washed with CHCl3, rendered alkaline with dilute NaOH and extracted in basic medium with CHCl3. The organic phase is then dried and subsequently e... Solvent: CN(C=O)C (dimethylformamide). Reaction SMILES: [N:1]1([C:7]2[N:12]=[CH:11][CH:10]=[CH:9][N:8]=2)[CH2:6][CH2:5][NH:4][CH2:3][CH2:2]1.Br[CH2:14][CH2:15][CH2:16][CH2:17]Br.C([O-])([O-])=O.[K+].[K+].[Cl:25][C:26]1[CH:27]=[N:28][NH:29][CH:30]=1>CN(C)C=O>[Cl:25][C:26]1[CH:27]=[N:28][N:29]([CH2:14][CH2:15][CH2:16][CH2:17][N:4]2[CH2:5][CH2:6][N:1]([C:7]3[N:8]=[CH:9][CH:10]=[CH:11][N:12]=3)[CH2:2][CH2:3]2)[CH:30]=1 |f:2.3.4|. Reactants: C(=O)(O)[O-].[Na+] (NaHCO3), C[O-].[Na+] (NaOMe), C(C)OC(=O)C1=CC2=C(S1)C=C(C=C2)CNCC2=CC=C(C=C2)OC (6-[(4-methoxy-benzylamino)-methyl]-benzo[b]thiophene-2-carboxylic acid ethyl ester), C1(CCCCC1)=O (cyclohexanone), C(C)(=O)O[BH-](OC(C)=O)OC(C)=O.[Na+] (sodium triacetoxyborohydride), C(C)(=O)O (acetic acid), Cl.NO (hydroxylamine hydrochloride). The solvent is ClC(C)Cl (dichloroethane). Yields the product ONC(=O)C1=CC2=C(S1)C=C(C=C2)CN(CC2=CC=C(C=C2)OC)C2CCCCC2 (6-{[cyclohexyl-(4-methoxy-benzyl)-amino]-methyl}-benzo[b]thiophene-2-carboxylic acid hydroxyamide). RXN SMILES: C(O[C:4]([C:6]1[S:10][C:9]2[CH:11]=[C:12]([CH2:15][NH:16][CH2:17][C:18]3[CH:23]=[CH:22][C:21]([O:24][CH3:25])=[CH:20][CH:19]=3)[CH:13]=[CH:14][C:8]=2[CH:7]=1)=[O:5])C.[C:26]1(=O)[CH2:31][CH2:30][CH2:29][CH2:28][CH2:27]1.C(O[BH-](OC(=O)C)OC(=O)C)(=O)C.[Na+].C(O)(=O)C.C([O-])(O)=O.[Na+].Cl.[NH2:57][OH:58].C[O-].[Na+]>ClC(Cl)C>[OH:58][NH:57][C:4]([C:6]1[S:10][C:9]2[CH:11]=[C:12]([CH2:15][N:16]([CH:26]3[CH2:31][CH2:30][CH2:29][CH2:28][CH2:27]3)[CH2:17][C:18]3[CH:23]=[CH:22][C:21]([O:24][CH3:25])=[CH:20][CH:19]=3)[CH:13]=[CH:14][C:8]=2[CH:7]=1)=[O:5] |f:2.3,5.6,7.8,9.10|. Procedure: To a solution of 6-[(4-methoxy-benzylamino)-methyl]-benzo[b]thiophene-2-carboxylic acid ethyl ester (122 mg, 0.34 mmol) and cyclohexanone (46 μL, 0.44 mmol) in anhydrous dichloroethane (5 mL) were added sodium triacetoxyborohydride (216 mg, 1.02 mmol) and acetic acid (20 μL, 0.35 mmol). After the reaction was complete, 5 mL of saturated NaHCO3 was added. The organic layer was separated, washed with 5 mL of water and then concentrated. After drying under high vacuum, the residue was dissolved in ... As a reaction SMILES: [CH2:16]([OH:17])[CH3:18].[CH3:20][CH2:21][OH:22].[Co:23].[NH3:19].[o:1]1[cH:2][n:3][c:4]2[c:5]1[c:6]1[c:10]([cH:11][cH:12]2)[CH2:9][CH2:8][C:7]1=[CH:13][C:14]#[N:15]>>[o:1]1[cH:2][n:3][c:4]2[c:5]1[c:6]1[c:10]([cH:11][cH:12]2)[CH2:9][CH2:8][C:7]1=[CH:13][CH2:14][NH2:15]. Starting materials: CCO, CCO, [Co], N, N#CC=C1CCc2ccc3ncoc3c21. Product: NCC=C1CCc2ccc3ncoc3c21. Starting materials: NC=1SC(=CN1)SC1=CC=NC=C1 (2-amino-5-(4-pyridylthio)thiazole), ClC1=CC(=CC=C1)C(=O)OO (3-chloroperbenzoic acid). The solvent is C(Cl)(Cl)Cl (chloroform), C(Cl)(Cl)Cl (chloroform), CN(C=O)C (N,N-dimethylformamide). The product is NC=1SC(=CN1)S(=O)C1=CC=NC=C1 (2-amino-5-(4-pyridylsulfinyl)thiazole). The yield is 58.1%. Reaction SMILES: [NH2:1][C:2]1[S:3][C:4]([S:7][C:8]2[CH:13]=[CH:12][N:11]=[CH:10][CH:9]=2)=[CH:5][N:6]=1.ClC1C=CC=C(C(OO)=[O:22])C=1>C(Cl)(Cl)Cl.CN(C)C=O>[NH2:1][C:2]1[S:3][C:4]([S:7]([C:8]2[CH:13]=[CH:12][N:11]=[CH:10][CH:9]=2)=[O:22])=[CH:5][N:6]=1. Reported procedure: To a mixture of 2-amino-5-(4-pyridylthio)thiazole (4.0 g) in a mixture of chloroform (300 ml) and N,N-dimethylformamide (10 ml) was added dropwise the solution of 3-chloroperbenzoic acid (4.5 g) in chloroform (100 ml) at 5° C. with stirring. The mixture was stirred at 5° C. for 26 hours under ice cooling. The reaction mixture was washed with aqueous sodium bicarbonate and water and dried over magnesium sulfate. The solvent was concentrated under reduced pressure to give solid. The solid was subj... Starting materials: CC(C)(C)OC(=O)CBr, O=C([O-])[O-], O=C(NCc1ccccc1)n1ccc2cc(NS(=O)(=O)c3cc(Cl)cc(Cl)c3)ccc21, CN(C)C=O, CCOC(C)=O, [K+], [K+], O. The product is CC(C)(C)OC(=O)CN(c1ccc2c(ccn2C(=O)NCc2ccccc2)c1)S(=O)(=O)c1cc(Cl)cc(Cl)c1. Reaction SMILES: [Br:38][CH2:39][C:40](=[O:41])[O:42][C:43]([CH3:44])([CH3:45])[CH3:46].[C:32](=[O:33])([O-:34])[O-:35].[CH2:1]([c:2]1[cH:3][cH:4][cH:5][cH:6][cH:7]1)[NH:8][C:9](=[O:10])[n:11]1[cH:12][cH:13][c:14]2[cH:15][c:16]([NH:20][S:21](=[O:22])(=[O:23])[c:24]3[cH:25][c:26]([Cl:31])[cH:27][c:28]([Cl:30])[cH:29]3)[cH:17][cH:18][c:19]12.[CH3:48][N:49]([CH3:50])[CH:51]=[O:52].[CH3:53][CH2:54][O:55][C:56](=[O:57])[CH3:58].[K+:36].[K+:37].[OH2:47]>>[CH2:1]([c:2]1[cH:3][cH:4][cH:5][cH:6][cH:7]1)[NH:8][C:9](=[O:10])[n:11]1[cH:12][cH:13][c:14]2[cH:15][c:16]([N:20]([S:21](=[O:22])(=[O:23])[c:24]3[cH:25][c:26]([Cl:31])[cH:27][c:28]([Cl:30])[cH:29]3)[CH2:39][C:40](=[O:41])[O:42][C:43]([CH3:44])([CH3:45])[CH3:46])[cH:17][cH:18][c:19]12. Reactants: NC[C@H]1N(CCC[C@H]1C)C(=O)C1=C(C=CC(=C1)C)N1N=CC=N1 (((2S,3R)-2-(aminomethyl)-3-methylpiperidin-1-yl)(5-methyl-2-(2H-1,2,3-triazol-2-yl)phenyl)methanone), ClC=1SC=C(N1)C(F)(F)F (2-chloro-4-(trifluoromethyl)thiazole). The product is C[C@H]1[C@H](N(CCC1)C(=O)C1=C(C=CC(=C1)C)N1N=CC=N1)CNC=1SC=C(N1)C(F)(F)F (((2S,3R)-3-Methyl-2-(((4-(trifluoromethyl)thiazol-2-yl)amino)methyl)piperidin-1-yl)(5-methyl-2-(2H-1,2,3-triazol-2-yl)phenyl)methanone). Reaction SMILES: [NH2:1][CH2:2][C@@H:3]1[C@H:8]([CH3:9])[CH2:7][CH2:6][CH2:5][N:4]1[C:10]([C:12]1[CH:17]=[C:16]([CH3:18])[CH:15]=[CH:14][C:13]=1[N:19]1[N:23]=[CH:22][CH:21]=[N:20]1)=[O:11].Cl[C:25]1[S:26][CH:27]=[C:28]([C:30]([F:33])([F:32])[F:31])[N:29]=1>>[CH3:9][C@@H:8]1[CH2:7][CH2:6][CH2:5][N:4]([C:10]([C:12]2[CH:17]=[C:16]([CH3:18])[CH:15]=[CH:14][C:13]=2[N:19]2[N:23]=[CH:22][CH:21]=[N:20]2)=[O:11])[C@@H:3]1[CH2:2][NH:1][C:25]1[S:26][CH:27]=[C:28]([C:30]([F:33])([F:32])[F:31])[N:29]=1. Reported procedure: The title compound was prepared following the same general protocol as described for Example A1, using ((2S,3R)-2-(aminomethyl)-3-methylpiperidin-1-yl)(5-methyl-2-(2H-1,2,3-triazol-2-yl)phenyl)methanone and 2-chloro-4-(trifluoromethyl)thiazole. ESI-MS (m/z): 465 [M+1]+.